Task: describe an organic reaction: reactants, conditions, products, and yield. Dataset: the Open Reaction Database (ORD), a public repository of structured organic reaction records Starting materials: CCO, COC(=O)c1cnc(-c2cccc(F)c2)nc1, C1CCOC1, O. The product is O=C(O)c1cnc(-c2cccc(F)c2)nc1. RXN SMILES: [CH3:23][CH2:24][OH:25].[F:1][c:2]1[cH:3][c:4](-[c:8]2[n:9][cH:10][c:11]([C:14](=[O:15])[O:16][CH3:17])[cH:12][n:13]2)[cH:5][cH:6][cH:7]1.[O:18]1[CH2:19][CH2:20][CH2:21][CH2:22]1.[OH2:26]>>[F:1][c:2]1[cH:3][c:4](-[c:8]2[n:9][cH:10][c:11]([C:14](=[O:15])[OH:16])[cH:12][n:13]2)[cH:5][cH:6][cH:7]1.